From a dataset of the Open Reaction Database (ORD), a public repository of structured organic reaction records. describe an organic reaction: reactants, conditions, products, and yield Reactants: ClC1=CC2=C(C(C(O2)(C)C)=O)C=C1O (6-chloro-5-hydroxy-2,2-dimethyl-benzofuran-3-one), COC=1C=CC(=CC1)P2(=S)SP(=S)(S2)C=3C=CC(=CC3)OC (Lawesson's reagent). Run in C1(=CC=CC=C1)C (toluene). The product is ClC1=CC2=C(C(C(O2)(C)C)=S)C=C1O (6-Chloro-5-hydroxy-2,2-dimethyl-benzofurane-3-thione). Reaction SMILES: [Cl:1][C:2]1[C:13]([OH:14])=[CH:12][C:5]2[C:6](=O)[C:7]([CH3:10])([CH3:9])[O:8][C:4]=2[CH:3]=1.COC1C=CC(P2(SP(C3C=CC(OC)=CC=3)(=S)S2)=[S:24])=CC=1>C1(C)C=CC=CC=1>[Cl:1][C:2]1[C:13]([OH:14])=[CH:12][C:5]2[C:6](=[S:24])[C:7]([CH3:10])([CH3:9])[O:8][C:4]=2[CH:3]=1. Procedure: A solution of 20 mmol 6-chloro-5-hydroxy-2,2-dimethyl-benzofuran-3-one in 30 ml toluene is admixed with 10 mmol Lawesson's reagent and heated for 3 hours to boiling under reflux. After cooling to room temperature it is filtered on 50 g silica gel. The red fraction of the filtrate is collected. After removing the toluene by distillation a red oil remains.